This data is from the Open Reaction Database (ORD), a public repository of structured organic reaction records. The task is: describe an organic reaction: reactants, conditions, products, and yield Reactants: BrC1=C(C(=O)OC)C=C(C=C1)C (methyl 2-bromo-5-methylbenzoate), N1=CC=C(C=C1)B(O)O (pyridine-4-boronic acid), C([O-])([O-])=O.[Na+].[Na+] (sodium carbonate), O (water). Reagents/catalysts: C=1C=CC(=CC1)[P](C=2C=CC=CC2)(C=3C=CC=CC3)[Pd]([P](C=4C=CC=CC4)(C=5C=CC=CC5)C=6C=CC=CC6)([P](C=7C=CC=CC7)(C=8C=CC=CC8)C=9C=CC=CC9)[P](C=1C=CC=CC1)(C=1C=CC=CC1)C=1C=CC=CC1 (tetrakis(triphenylphosphine)palladium(0)). Run in COCCOC (DME), C(C)(=O)OCC (ethyl acetate). Yields the product CC=1C=CC(=C(C(=O)OC)C1)C1=CC=NC=C1 (methyl 5-methyl-2-(pyridin-4-yl)benzoate). Isolated yield 48.5%. Reaction SMILES: Br[C:2]1[CH:11]=[CH:10][C:9]([CH3:12])=[CH:8][C:3]=1[C:4]([O:6][CH3:7])=[O:5].[N:13]1[CH:18]=[CH:17][C:16](B(O)O)=[CH:15][CH:14]=1.C(=O)([O-])[O-].[Na+].[Na+].O>C(OCC)(=O)C.C1C=CC([P]([Pd]([P](C2C=CC=CC=2)(C2C=CC=CC=2)C2C=CC=CC=2)([P](C2C=CC=CC=2)(C2C=CC=CC=2)C2C=CC=CC=2)[P](C2C=CC=CC=2)(C2C=CC=CC=2)C2C=CC=CC=2)(C2C=CC=CC=2)C2C=CC=CC=2)=CC=1.COCCOC>[CH3:12][C:9]1[CH:10]=[CH:11][C:2]([C:16]2[CH:17]=[CH:18][N:13]=[CH:14][CH:15]=2)=[C:3]([CH:8]=1)[C:4]([O:6][CH3:7])=[O:5] |f:2.3.4,^1:38,40,59,78|. Procedure: A mixture of methyl 2-bromo-5-methylbenzoate (5.2 g), pyridine-4-boronic acid (4.2 g), sodium carbonate (4.8 g), tetrakis(triphenylphosphine)palladium(0) (1.3 g), water (10 mL) and DME (50 mL) was heated under reflux overnight under a nitrogen atmosphere. The reaction mixture was diluted with ethyl acetate, and filtered through silica gel. The filtrate was concentrated under reduced pressure, and the residue was purified by silica gel column chromatography (ethyl acetate/hexane) to give the titl... Starting materials: CN(C)C=O, COc1cc(OC)nc(Oc2ccc3[nH]c(C)cc3c2C(=O)OCc2ccccc2)n1, CC(C)OC(C)C, [Na+], [OH-], O, O=P(Cl)(Cl)Cl. The product is COc1cc(OC)nc(Oc2ccc3[nH]c(C)c(C=O)c3c2C(=O)OCc2ccccc2)n1. RXN SMILES: [CH3:46][N:47]([CH3:48])[CH:49]=[O:50].[CH3:6][O:7][c:8]1[n:9][c:10]([O:16][c:17]2[c:18]([C:27](=[O:28])[O:29][CH2:30][c:31]3[cH:32][cH:33][cH:34][cH:35][cH:36]3)[c:19]3[cH:20][c:21]([CH3:26])[nH:22][c:23]3[cH:24][cH:25]2)[n:11][c:12]([O:14][CH3:15])[cH:13]1.[CH:39]([O:42][CH:40]([CH3:41])[CH3:43])([CH3:44])[CH3:45].[Na+:38].[OH-:37].[OH2:51].[P:1]([Cl:2])([Cl:3])([Cl:4])=[O:5]>>[CH3:6][O:7][c:8]1[n:9][c:10]([O:16][c:17]2[c:18]([C:27](=[O:28])[O:29][CH2:30][c:31]3[cH:32][cH:33][cH:34][cH:35][cH:36]3)[c:19]3[c:20]([CH:39]=[O:42])[c:21]([CH3:26])[nH:22][c:23]3[cH:24][cH:25]2)[n:11][c:12]([O:14][CH3:15])[cH:13]1. Starting materials: C(C)OC(C1=CC(=CC=C1)OC=1C=NC(=CC1)OC)=O (3-(6-methoxy-pyridin-3-yloxy)-benzoic acid ethyl ester), I[Si](C)(C)C (iodotrimethylsilane). Run in O (water), C(C)#N (acetonitrile). Product: C(C)OC(C1=CC(=CC=C1)OC=1C=NC(=CC1)O)=O (3-(6-hydroxy-pyridin-3-yloxy)-benzoic acid ethyl ester). The yield is 68.9%. RXN SMILES: [CH2:1]([O:3][C:4](=[O:20])[C:5]1[CH:10]=[CH:9][CH:8]=[C:7]([O:11][C:12]2[CH:13]=[N:14][C:15]([O:18]C)=[CH:16][CH:17]=2)[CH:6]=1)[CH3:2].I[Si](C)(C)C>C(#N)C.O>[CH2:1]([O:3][C:4](=[O:20])[C:5]1[CH:10]=[CH:9][CH:8]=[C:7]([O:11][C:12]2[CH:13]=[N:14][C:15]([OH:18])=[CH:16][CH:17]=2)[CH:6]=1)[CH3:2]. Procedure: A solution of 3-(6-methoxy-pyridin-3-yloxy)-benzoic acid ethyl ester (0.5 g, 1.83 mmol) in acetonitrile (8 ml) and iodotrimethylsilane (0.439 g, 2.2 mmol) was refluxed for 1 h, the mixture was diluted with water (8 ml) and extracted with chloroform. The extract was washed with 10% of aqueous Na2S2O3, water, dried over anhydrous Na2SO4 and the solvent was removed under reduced pressure to afford 0.327 g (69%) of 3-(6-hydroxy-pyridin-3-yloxy)-benzoic acid ethyl ester as colorless powder. Starting materials: BrC1=C2/C(/C(NC2=CC=C1[N+](=O)[O-])=O)=C/C=1NC=CC1OC ((Z)-4-bromo-1,3-dihydro-3-[(3-methoxy-1H-pyrrol-2-yl)methylene]-5-nitro-2H-indol-2-one), BrC1=C2/C(/C(NC2=CC=C1[N+](=O)[O-])=O)=C/C=1NC=CC1OC ((Z)-4-bromo-1,3-dihydro-3-[(3-methoxy-1H-pyrrol-2-yl)methylene]-5-nitro-2H-indol-2-one), N1C=CC2=CC=C(C=C12)B(O)O (6-Indoleboronic Acid). The solvent is CN(C)C=O (DMF), C(C)N(CC)CC (triethylamine). Conditions: temperature 90 celsius. Product: N1C=CC2=CC=C(C=C12)C1=C2/C(/C(NC2=CC=C1[N+](=O)[O-])=O)=C/C=1NC=CC1OC ((Z)-1,3-dihydro-4-(6-indolyl)-3-[(3-methoxy-1H-pyrrol-2-yl)methylene]-5-nitro-2H-indol-2-one). Isolated yield 57.1%. As a reaction SMILES: Br[C:2]1[C:10]([N+:11]([O-:13])=[O:12])=[CH:9][CH:8]=[C:7]2[C:3]=1/[C:4](=[CH:15]/[C:16]1[NH:17][CH:18]=[CH:19][C:20]=1[O:21][CH3:22])/[C:5](=[O:14])[NH:6]2.[NH:23]1[C:31]2[C:26](=[CH:27][CH:28]=[C:29](B(O)O)[CH:30]=2)[CH:25]=[CH:24]1>CN(C=O)C.C(N(CC)CC)C>[NH:23]1[C:31]2[C:26](=[CH:27][CH:28]=[C:29]([C:2]3[C:10]([N+:11]([O-:13])=[O:12])=[CH:9][CH:8]=[C:7]4[C:3]=3/[C:4](=[CH:15]/[C:16]3[NH:17][CH:18]=[CH:19][C:20]=3[O:21][CH3:22])/[C:5](=[O:14])[NH:6]4)[CH:30]=2)[CH:25]=[CH:24]1. Procedure: A solution of (Z)-4-bromo-1,3-dihydro-3-[(3-methoxy-1H-pyrrol-2-yl) methylene]-5-nitro-2H-indol-2-one (100 mg, 0.28 mmol) (Starting Material 6) and 6-indoleboronic acid (48 mg, 0.30 mmol) (from Example 48, Step A) were dissolved in 2 mL DMF and 2 mL triethylamine. The solution was degassed for 30 minutes by bubbling argon through the solution. At this time dichlorobis(triphenylphosphine) palladium(II) (20 mg, 0.029) (Aldrich) was added, and the reaction was heated, under argon, at 90° C. for 2 d...